This data is from the Open Reaction Database (ORD), a public repository of structured organic reaction records. The task is: describe an organic reaction: reactants, conditions, products, and yield The reactants are NC1=CC2=C(N=CN2)C=C1 (5-aminobenzimidazole), PdC, TEA, FC1=C(C=O)C(=CC(=C1)OC)F (2,6-difluoro-4-methoxybenzaldehyde), [Si](C)(C)(C)C#N (TMSCN), N1(C=NC=C1)C(=O)N1C=NC=C1 (di-(imidazol-1-yl)methanone). Product: N1C=NC2=C1C=CC(=C2)N2C(NCC2C2=C(C=C(C=C2F)OC)F)=O (1-(1H-benzo[d]imidazol-5-yl)-5-(2,6-difluoro-4-methoxyphenyl)imidazolidin-2-one). Reaction SMILES: [NH2:1][C:2]1[CH:10]=[CH:9][C:5]2[N:6]=[CH:7][NH:8][C:4]=2[CH:3]=1.[F:11][C:12]1[CH:19]=[C:18]([O:20][CH3:21])[CH:17]=[C:16]([F:22])[C:13]=1[CH:14]=O.[Si](C#N)(C)(C)C.[N:29]1([C:34](N2C=CN=C2)=[O:35])C=CN=[CH:30]1>>[NH:6]1[C:5]2[CH:9]=[CH:10][C:2]([N:1]3[CH:14]([C:13]4[C:12]([F:11])=[CH:19][C:18]([O:20][CH3:21])=[CH:17][C:16]=4[F:22])[CH2:30][NH:29][C:34]3=[O:35])=[CH:3][C:4]=2[N:8]=[CH:7]1. Procedure details: The compound was synthesized starting from 5-aminobenzimidazole (0.585 g, 4.4 mmol), 2,6-difluoro-4-methoxybenzaldehyde (0.688 mL, 4 mmol), TMSCN (0.5 mL, 4 mmol), PdC (10%, 0.02 g), TEA (1.2 mL, 8.6 mmol), di-(imidazol-1-yl)methanone (0.761 g, 4.69 mmol) as described in method 2. The product was purified by means of FPLC. Starting materials: ClC1=NC(=CN=C1)OCCCCOC1=CC=CC=C1 (2-chloro-6-(4-phenoxybutoxy)pyrazine), C(=O)([O-])[O-].[K+].[K+] (K2CO3), O(C1=CC=CC=C1)CCCCO (4-phenoxy-1-butanol), N1CCNCC1 (piperazine). The product is O(C1=CC=CC=C1)CCCCOC1=NC(=CN=C1)N1CCNCC1 (2-(4-Phenoxybutoxy)-6-(1-piperazinyl)pyrazine). As a reaction SMILES: Cl[C:2]1[CH:7]=[N:6][CH:5]=[C:4]([O:8][CH2:9][CH2:10][CH2:11][CH2:12][O:13][C:14]2[CH:19]=[CH:18][CH:17]=[CH:16][CH:15]=2)[N:3]=1.O(CCCCO)C1C=CC=CC=1.[NH:32]1[CH2:37][CH2:36][NH:35][CH2:34][CH2:33]1.C([O-])([O-])=O.[K+].[K+]>>[O:13]([CH2:12][CH2:11][CH2:10][CH2:9][O:8][C:4]1[CH:5]=[N:6][CH:7]=[C:2]([N:32]2[CH2:37][CH2:36][NH:35][CH2:34][CH2:33]2)[N:3]=1)[C:14]1[CH:19]=[CH:18][CH:17]=[CH:16][CH:15]=1 |f:3.4.5|. Procedure: The title compound was prepared according to the procedure of example 50, step 2, starting from 2-chloro-6-(4-phenoxybutoxy)pyrazine (1.99 g, 7.14 mmol; obtained according to the procedure of example 50, step 1, starting from 4-phenoxy-1-butanol*), piperazine (1.84 g, 21.4 mmol) and K2CO3 (0.99 g, 7.14 mmol). The yield of the title compound was 1.52 g (65%) which was obtained as an oil. Purity100% (HPLC). MS m/z 329 (M+H)+. HRMS m/z calcd for C18H24N4O2 (M)+ 328.1899, found 328.1894.